From a dataset of the Open Reaction Database (ORD), a public repository of structured organic reaction records. describe an organic reaction: reactants, conditions, products, and yield The reactants are CCOC(=O)C(=CO)c1c(C(=O)OCC)ccn1Cc1ccc(OC)cc1, CC(=O)[O-], CCO, [NH4+]. Yields the product CCOC(=O)C(=CN)c1c(C(=O)OCC)ccn1Cc1ccc(OC)cc1. As a reaction SMILES: [CH2:1]([CH3:2])[O:3][C:4](=[O:5])[C:6](=[CH:7][OH:8])[c:9]1[n:10]([CH2:19][c:20]2[cH:21][cH:22][c:23]([O:26][CH3:27])[cH:24][cH:25]2)[cH:11][cH:12][c:13]1[C:14](=[O:15])[O:16][CH2:17][CH3:18].[CH3:29][C:30](=[O:31])[O-:32].[CH3:33][CH2:34][OH:35].[NH4+:28]>>[CH2:1]([CH3:2])[O:3][C:4](=[O:5])[C:6](=[CH:7][NH2:28])[c:9]1[n:10]([CH2:19][c:20]2[cH:21][cH:22][c:23]([O:26][CH3:27])[cH:24][cH:25]2)[cH:11][cH:12][c:13]1[C:14](=[O:15])[O:16][CH2:17][CH3:18]. Reactants: NC=1C=C2C=CC=NC2=CC1 (6-aminoquinoline), C(C)(C)(C)CC(=O)Cl (t-butylacetyl chloride), N1=CC=CC=C1 (pyridine). The solvent is ClCCl (dichloromethane). Run at time 4 hour. The product is CC(CC(=O)NC=1C=C2C=CC=NC2=CC1)(C)C (3,3-dimethyl-N-quinolin-6-ylbutanamide). Yield: 82.5%. As a reaction SMILES: [NH2:1][C:2]1[CH:3]=[C:4]2[C:9](=[CH:10][CH:11]=1)[N:8]=[CH:7][CH:6]=[CH:5]2.[C:12]([CH2:16][C:17](Cl)=[O:18])([CH3:15])([CH3:14])[CH3:13].N1C=CC=CC=1>ClCCl>[CH3:13][C:12]([CH3:15])([CH3:14])[CH2:16][C:17]([NH:1][C:2]1[CH:3]=[C:4]2[C:9](=[CH:10][CH:11]=1)[N:8]=[CH:7][CH:6]=[CH:5]2)=[O:18]. Reported procedure: Following the procedure of Example 1, Step 3, 6-nitroquinoline (2.5 g) and 5% palladium on carbon (0.10 g) in ethanol (40 mL) was hydrogenated to give 6-aminoquinoline (2.2 g). A mixture of 6-aminoquinoline (2.2 g, 15 mmol), t-butylacetyl chloride (2.2 mL, 16 mmol), and pyridine (2.5 mL, 31 mmol) in dichloromethane (40 mL) was then stirred at ambient temperature for 4 h and then extracted with 1 N HCl. The acidic layer was separated and treated with 50% NaOH until basic. The basic phase was extr... The reactants are FC1=C(C=O)C=CC=C1F (2,3-difluorobenzaldehyde), NC1=NNC=C1 (3-aminopyrazole), O=C(CC(=O)OCC)CCC (ethyl 3-ketohexanoate). Product: FC1=C(C=CC=C1F)C1C=2C(NC(=C1C(=O)OCC)CCC)=NNC2 (Ethyl 4-(2,3-difluorophenyl)-4,7-dihydro-6-propyl-2H-pyrazolo[3,4-b]pyridine-5-carboxylate). As a reaction SMILES: [F:1][C:2]1[C:9]([F:10])=[CH:8][CH:7]=[CH:6][C:3]=1[CH:4]=O.[NH2:11][C:12]1[CH:16]=[CH:15][NH:14][N:13]=1.O=[C:18]([CH2:25][CH2:26][CH3:27])[CH2:19][C:20]([O:22][CH2:23][CH3:24])=[O:21]>>[F:1][C:2]1[C:9]([F:10])=[CH:8][CH:7]=[CH:6][C:3]=1[CH:4]1[C:19]([C:20]([O:22][CH2:23][CH3:24])=[O:21])=[C:18]([CH2:25][CH2:26][CH3:27])[NH:11][C:12]2=[N:13][NH:14][CH:15]=[C:16]12. Procedure details: The title compound was prepared from 2,3-difluorobenzaldehyde, 3-aminopyrazole and ethyl 3-ketohexanoate in the same manner as in Example 25. Procedure: Briguet, C. Freppel, J.-C. Richer and M. Zador (Can. J. Chem. 1974, 52, 3201) describe a process for the oxidation of cyclohexene with cerium ammonium nitrate in acetonitrile which contains 1% of water, and they obtain acetamido-2-cyclohexene. Here, the use of stoichiometric amounts of cerium ammonium nitrate stands in the way of industrial use. Y. Leblanc, R. Zamboni, M. A. Bernstein (J. Org. Chem. 1991, 56, 1971) describe an ene reaction of cyclohexene with bis-(2,2,2-trichloroethyl) azodicarb... Reactants: C1=CCCCC1 (cyclohexene), C(C)#N (acetonitrile), [N+](=O)([O-])[O-].[NH4+].[Ce] (cerium ammonium nitrate), O (water). Reaction SMILES: [CH:1]1[CH2:6][CH2:5][CH2:4][CH2:3][CH:2]=1.[N+]([O-])([O-])=O.[NH4+].[Ce].[OH2:13].[C:14](#[N:16])[CH3:15]>>[C:14]([NH:16][CH:1]1[CH2:6][CH2:5][CH2:4][CH:3]=[CH:2]1)(=[O:13])[CH3:15] |f:1.2.3|. Yields the product C(C)(=O)NC1C=CCCC1 (acetamido-2-cyclohexene). The reactants are Fc1cc(C(F)(F)F)ccc1-c1cc(C(F)(F)F)nc(-c2cccc(Br)c2)n1, CC(C)(C)NS(=O)(=O)c1ccc(B2OC(C)(C)C(C)(C)O2)s1. Yields the product CC(C)(C)NS(=O)(=O)c1ccc(-c2cccc(-c3nc(-c4ccc(C(F)(F)F)cc4F)cc(C(F)(F)F)n3)c2)s1. As a reaction SMILES: [Br:1][c:2]1[cH:3][c:4](-[c:8]2[n:9][c:10]([C:25]([F:26])([F:27])[F:28])[cH:11][c:12](-[c:14]3[c:15]([F:24])[cH:16][c:17]([C:20]([F:21])([F:22])[F:23])[cH:18][cH:19]3)[n:13]2)[cH:5][cH:6][cH:7]1.[C:29]([CH3:30])([CH3:31])([CH3:32])[NH:33][S:34](=[O:35])(=[O:36])[c:37]1[s:38][c:39]([B:42]2[O:43][C:44]([CH3:45])([CH3:46])[C:47]([CH3:48])([CH3:49])[O:50]2)[cH:40][cH:41]1>>[c:2]1(-[c:39]2[s:38][c:37]([S:34]([NH:33][C:29]([CH3:30])([CH3:31])[CH3:32])(=[O:35])=[O:36])[cH:41][cH:40]2)[cH:3][c:4](-[c:8]2[n:9][c:10]([C:25]([F:26])([F:27])[F:28])[cH:11][c:12](-[c:14]3[c:15]([F:24])[cH:16][c:17]([C:20]([F:21])([F:22])[F:23])[cH:18][cH:19]3)[n:13]2)[cH:5][cH:6][cH:7]1. Starting materials: ClC=1N=C(C2=C(N1)SC=N2)NC2=CC(=CC(=C2)N2[C@H](CCC2)C)OC ((S)-5-chloro-N-(3-methoxy-5-(2-methylpyrrolidin-1-yl)phenyl)thiazolo[5,4-d]pyrimidin-7-amine), CC1(OB(OC1(C)C)C1=CC=C(C(=O)OC)C=C1)C (methyl 4-(4,4,5,5-tetramethyl-1,3,2-dioxaborolan-2-yl)benzoate), CC(C)C1=CC(=C(C(=C1)C(C)C)C2=C(C=CC=C2)P(C3CCCCC3)C4CCCCC4)C(C)C (X-Phos), C(=O)([O-])[O-].[Na+].[Na+] (Na2CO3). Reagents/catalysts: C=1C=CC(=CC1)/C=C/C(=O)/C=C/C2=CC=CC=C2.C=1C=CC(=CC1)/C=C/C(=O)/C=C/C2=CC=CC=C2.C=1C=CC(=CC1)/C=C/C(=O)/C=C/C2=CC=CC=C2.[Pd].[Pd] (Pd2(dba)3). Solvent: O1CCOCC1 (dioxane), O (water). Run at temperature 100 celsius, time 16 hour. Yields the product COC=1C=C(C=C(C1)N1[C@H](CCC1)C)NC=1C2=C(N=C(N1)C1=CC=C(C(=O)OC)C=C1)SC=N2 ((S)-methyl 4-(7-(3-methoxy-5-(2-methylpyrrolidin-1-yl)phenylamino)thiazolo[5,4-d]pyrimidin-5-yl)benzoate). The yield is 48.0%. Reaction SMILES: Cl[C:2]1[N:3]=[C:4]([NH:11][C:12]2[CH:17]=[C:16]([N:18]3[CH2:22][CH2:21][CH2:20][C@@H:19]3[CH3:23])[CH:15]=[C:14]([O:24][CH3:25])[CH:13]=2)[C:5]2[N:10]=[CH:9][S:8][C:6]=2[N:7]=1.CC1(C)C(C)(C)OB([C:34]2[CH:43]=[CH:42][C:37]([C:38]([O:40][CH3:41])=[O:39])=[CH:36][CH:35]=2)O1.CC(C1C=C(C(C)C)C(C2C=CC=CC=2P(C2CCCCC2)C2CCCCC2)=C(C(C)C)C=1)C.C([O-])([O-])=O.[Na+].[Na+]>O1CCOCC1.O.C1C=CC(/C=C/C(/C=C/C2C=CC=CC=2)=O)=CC=1.C1C=CC(/C=C/C(/C=C/C2C=CC=CC=2)=O)=CC=1.C1C=CC(/C=C/C(/C=C/C2C=CC=CC=2)=O)=CC=1.[Pd].[Pd]>[CH3:25][O:24][C:14]1[CH:13]=[C:12]([NH:11][C:4]2[C:5]3[N:10]=[CH:9][S:8][C:6]=3[N:7]=[C:2]([C:34]3[CH:43]=[CH:42][C:37]([C:38]([O:40][CH3:41])=[O:39])=[CH:36][CH:35]=3)[N:3]=2)[CH:17]=[C:16]([N:18]2[CH2:22][CH2:21][CH2:20][C@@H:19]2[CH3:23])[CH:15]=1 |f:3.4.5,8.9.10.11.12|. Procedure: The mixture of (S)-5-chloro-N-(3-methoxy-5-(2-methylpyrrolidin-1-yl)phenyl)thiazolo[5,4-d]pyrimidin-7-amine (200 mg, 0.53 mmol), methyl 4-(4,4,5,5-tetramethyl-1,3,2-dioxaborolan-2-yl)benzoate (153 mg, 0.585 mmol), Pd2(dba)3 (61 mg, 0.11 mmol), X-Phos (102 mg, 0.21 mmol) and Na2CO3 (169 mg, 1.6 mmol) in dioxane (20 mL) and water (5 mL) was heated to 100° C. with stirring for 16 h under N2. The solvent was removed in vacuo and the resulting residue was purified by column chromatography (petroleum ...